Dataset: the Open Reaction Database (ORD), a public repository of structured organic reaction records. Task: describe an organic reaction: reactants, conditions, products, and yield Reactants: C=CCC1(CCO[Si](C(C)C)(C(C)C)C(C)C)CC(c2cccc(Cl)c2)C(c2ccc(Cl)cc2)N(CC2CC2)C1=O, C1CCOC1, [O-][I+3]([O-])([O-])[O-], [Na+], O. Product: CC(C)[Si](OCCC1(CC=O)CC(c2cccc(Cl)c2)C(c2ccc(Cl)cc2)N(CC2CC2)C1=O)(C(C)C)C(C)C. As a reaction SMILES: [CH2:1]([CH:2]=[CH2:3])[C:4]1([CH2:29][CH2:30][O:31][Si:32]([CH:33]([CH3:34])[CH3:35])([CH:36]([CH3:37])[CH3:38])[CH:39]([CH3:40])[CH3:41])[C:5](=[O:28])[N:6]([CH2:24][CH:25]2[CH2:26][CH2:27]2)[CH:7]([c:17]2[cH:18][cH:19][c:20]([Cl:23])[cH:21][cH:22]2)[CH:8]([c:10]2[cH:11][c:12]([Cl:16])[cH:13][cH:14][cH:15]2)[CH2:9]1.[CH2:48]1[O:49][CH2:50][CH2:51][CH2:52]1.[I+3:42]([O-:43])([O-:44])([O-:45])[O-:46].[Na+:47].[OH2:53]>>[CH2:1]([CH:2]=[O:43])[C:4]1([CH2:29][CH2:30][O:31][Si:32]([CH:33]([CH3:34])[CH3:35])([CH:36]([CH3:37])[CH3:38])[CH:39]([CH3:40])[CH3:41])[C:5](=[O:28])[N:6]([CH2:24][CH:25]2[CH2:26][CH2:27]2)[CH:7]([c:17]2[cH:18][cH:19][c:20]([Cl:23])[cH:21][cH:22]2)[CH:8]([c:10]2[cH:11][c:12]([Cl:16])[cH:13][cH:14][cH:15]2)[CH2:9]1. Starting materials: C1(=CC=CC=C1)CC(=O)Cl (2-phenylacetyl chloride), ClC1=CC=C(C=C1)NCC(=O)C1=CC=CC=C1 (2-((4-chlorophenyl)amino)-1-phenylethanone). The solvent is C1CCOC1 (THF). Conditions: time 2 hour. Yields the product ClC1=CC=C(C=C1)N(C(CC1=CC=CC=C1)=O)CC(C1=CC=CC=C1)=O (N-(4-chlorophenyl)-N-(2-oxo-2-phenylethyl)-2-phenylacetamide). As a reaction SMILES: [C:1]1([CH2:7][C:8](Cl)=[O:9])[CH:6]=[CH:5][CH:4]=[CH:3][CH:2]=1.[Cl:11][C:12]1[CH:17]=[CH:16][C:15]([NH:18][CH2:19][C:20]([C:22]2[CH:27]=[CH:26][CH:25]=[CH:24][CH:23]=2)=[O:21])=[CH:14][CH:13]=1>C1COCC1>[Cl:11][C:12]1[CH:13]=[CH:14][C:15]([N:18]([CH2:19][C:20](=[O:21])[C:22]2[CH:23]=[CH:24][CH:25]=[CH:26][CH:27]=2)[C:8](=[O:9])[CH2:7][C:1]2[CH:6]=[CH:5][CH:4]=[CH:3][CH:2]=2)=[CH:16][CH:17]=1. Reported procedure: After dissolving compound 12 (2.27 g, 14.7 mmol) in THF, compound 11 (1.5 g, 6.1 mmol) was added thereto. After the agitation for 2 hours at room temperature, three times extractions were carried out with EA and three times washings were carried out with brine. Water was removed by using Na2SO4 and distillation under the reduced pressure was carried out. After the removal of a junk by column chromatography (EA/HX= 1/9), the next reaction was followed as a crude condition.